Dataset: the Open Reaction Database (ORD), a public repository of structured organic reaction records. Task: describe an organic reaction: reactants, conditions, products, and yield Solvent: CC(C)O (2-propanol), CC(C)O (2-propanol). Starting materials: CN(CCCC1(CC2=C(N(C3=C1C=CC=C3)CC)C=CC=C2)C#N)C (10-[3-(dimethylamino)propyl]-5-ethyl-10,11-dihydro-5H-dibenz[b,f]azepine-10-carbonitrile), Cl (hydrogen chloride). Yields the product Cl.CN(CCCC1(CC2=C(N(C3=C1C=CC=C3)CC)C=CC=C2)C#N)C (10-[3-(dimethylamino)propyl]-5-ethyl-10,11-dihydro-5H-dibenz[b,f]azepine-10-carbonitrile hydrochloride). Procedure details: Approximately 5 parts of 10-[3-(dimethylamino)propyl]-5-ethyl-10,11-dihydro-5H-dibenz[b,f]azepine-10-carbonitrile is dissolved in minimal 2-propanol and the solution made acid with 20% hydrogen chloride in 2-propanol. A white solid precipitates. Sufficient anhydrous ether is added to insure completion of precipitation, whereupon the solids are filtered out, washed with anhydrous ether, dried in air, and recrystallized from a mixture of absolute ethanol and anhydrous ether to give 10-[3-(dimethyl... As a reaction SMILES: [CH3:1][N:2]([CH3:25])[CH2:3][CH2:4][CH2:5][C:6]1([C:23]#[N:24])[C:12]2[CH:13]=[CH:14][CH:15]=[CH:16][C:11]=2[N:10]([CH2:17][CH3:18])[C:9]2[CH:19]=[CH:20][CH:21]=[CH:22][C:8]=2[CH2:7]1.[ClH:26]>CC(O)C>[ClH:26].[CH3:25][N:2]([CH3:1])[CH2:3][CH2:4][CH2:5][C:6]1([C:23]#[N:24])[C:12]2[CH:13]=[CH:14][CH:15]=[CH:16][C:11]=2[N:10]([CH2:17][CH3:18])[C:9]2[CH:19]=[CH:20][CH:21]=[CH:22][C:8]=2[CH2:7]1 |f:3.4|.